Dataset: the Open Reaction Database (ORD), a public repository of structured organic reaction records. Task: describe an organic reaction: reactants, conditions, products, and yield Reaction SMILES: [NH2:1][CH:2]([CH2:3][c:4]1[cH:5][cH:6][cH:7][cH:8][cH:9]1)[C:10]([OH:11])=[O:12].[OH:13][C:14]([CH:15]1[NH:16][CH2:17][CH2:18][CH2:19]1)=[O:20].[SH:21][CH2:22][CH:23]([C:24](=[O:25])[C:26]1([CH2:32][CH:33]([C:34]([OH:35])=[O:36])[NH2:37])[CH:27]=[CH:28][CH:29]=[CH:30][CH2:31]1)[CH2:38][SH:39]>>[NH:1]([CH:2]([CH2:3][c:4]1[cH:5][cH:6][cH:7][cH:8][cH:9]1)[C:10]([OH:11])=[O:12])[C:24]([CH:23]([CH2:22][SH:21])[CH2:38][SH:39])=[O:25]. The product is O=C(NC(Cc1ccccc1)C(=O)O)C(CS)CS. The reactants are NC(Cc1ccccc1)C(=O)O, O=C(O)C1CCCN1, NC(CC1(C(=O)C(CS)CS)C=CC=CC1)C(=O)O. Reactants: ClC1=C(C=CC(=C1)OC1=CC(=C(C=C1)F)O)C(C(C(F)(F)F)(O)C=1C=CC(N(C1)C)=O)C (5-{2-[2-chloro-4-(4-fluoro-3-hydroxy-phenoxy)-phenyl]-1-hydroxy-1-trifluoromethyl-propyl}-1-methyl-1H-pyridin-2-one), C(C)OC(CBr)=O (ethylbromoacetate), C([O-])([O-])=O.[Cs+].[Cs+] (cesium carbonate). Yields the product C(C)OC(COC1=C(C=CC(=C1)OC1=CC(=C(C=C1)C(C(C(F)(F)F)(C1=CN(C(C=C1)=O)C)O)C)Cl)F)=O ((5-{3-Chloro-4-[3,3,3-trifluoro-2-hydroxy-1-methyl-2-(1-methyl-6-oxo-1,6-dihydro-pyridin-3-yl)-propyl]-phenoxy}-2-fluoro-phenoxy)-acetic acid ethyl ester). Reaction SMILES: [Cl:1][C:2]1[CH:7]=[C:6]([O:8][C:9]2[CH:14]=[CH:13][C:12]([F:15])=[C:11]([OH:16])[CH:10]=2)[CH:5]=[CH:4][C:3]=1[CH:17]([CH3:32])[C:18]([C:24]1[CH:25]=[CH:26][C:27](=[O:31])[N:28]([CH3:30])[CH:29]=1)([OH:23])[C:19]([F:22])([F:21])[F:20].[CH2:33]([O:35][C:36](=[O:39])[CH2:37]Br)[CH3:34].C(=O)([O-])[O-].[Cs+].[Cs+]>>[CH2:33]([O:35][C:36](=[O:39])[CH2:37][O:16][C:11]1[CH:10]=[C:9]([O:8][C:6]2[CH:5]=[CH:4][C:3]([CH:17]([CH3:32])[C:18]([OH:23])([C:24]3[CH:25]=[CH:26][C:27](=[O:31])[N:28]([CH3:30])[CH:29]=3)[C:19]([F:22])([F:20])[F:21])=[C:2]([Cl:1])[CH:7]=2)[CH:14]=[CH:13][C:12]=1[F:15])[CH3:34] |f:2.3.4|. Procedure: In analogy to Example 147, step 6, 5-{2-[2-chloro-4-(4-fluoro-3-hydroxy-phenoxy)-phenyl]-1-hydroxy-1-trifluoromethyl-propyl}-1-methyl-1H-pyridin-2-one was reacted with ethylbromoacetate and cesium carbonate to give the title compound as a colorless solid. MS (m/e)=558.2 [M+H+]. The reactants are NC1=NOC(=C1)C(NCC1=C(C=CC(=C1)Cl)C)=NO (3-Amino-N-(5-chloro-2-methylbenzyl)-N′-hydroxyisoxazole-5-carboximidamide), C1=CN(C=N1)C(=O)N2C=CN=C2 (N,N-carbonyldiimidazole). Run in C1CCOC1 (THF). Conditions: temperature 70 celsius. The product is NC1=NOC(=C1)C1=NOC(N1CC1=C(C=CC(=C1)Cl)C)=O (3-(3-aminoisoxazol-5-yl)-4-(5-chloro-2-methylbenzyl)-1,2,4-oxadiazol-5(4H)-one). Yield: 57.2%. RXN SMILES: [NH2:1][C:2]1[CH:6]=[C:5]([C:7](=[N:18][OH:19])[NH:8][CH2:9][C:10]2[CH:15]=[C:14]([Cl:16])[CH:13]=[CH:12][C:11]=2[CH3:17])[O:4][N:3]=1.C1N=CN([C:25](N2C=NC=C2)=[O:26])C=1>C1COCC1>[NH2:1][C:2]1[CH:6]=[C:5]([C:7]2[N:8]([CH2:9][C:10]3[CH:15]=[C:14]([Cl:16])[CH:13]=[CH:12][C:11]=3[CH3:17])[C:25](=[O:26])[O:19][N:18]=2)[O:4][N:3]=1. Procedure: 3-Amino-N-(5-chloro-2-methylbenzyl)-N′-hydroxyisoxazole-5-carboximidamide (0.320 g, 1.14 mmol) was dissolved in anhydrous THF (6 mL) followed by addition of N,N-carbonyldiimidazole (0.203 g, 1.25 mmol). The solution was heated at 70° C. for 1.5 h. and then concentrated and purified with silica gel chromatography (20% ethyl acetate/hexs) to give the desired product as a colorless oil (200 mg, 57%). LCMS calculated for C13H12ClN4O3(M+H)+: m/z=307.1. Starting materials: CC(C)(C)OC(=O)N(CC=O)CCc1ccccc1, [BH3-]C#N, C1CCOC1, CO, CCOC(C)=O, Cl, [Na+], NC(CC(=O)O)Cc1c[nH]c2ccccc12. The product is CC(C)(C)OC(=O)N(CCNC(CC(=O)O)Cc1c[nH]c2ccccc12)CCc1ccccc1. RXN SMILES: [C:1]([CH3:2])([CH3:3])([CH3:4])[O:5][C:6](=[O:7])[N:8]([CH2:9][CH:10]=[O:11])[CH2:12][CH2:13][c:14]1[cH:15][cH:16][cH:17][cH:18][cH:19]1.[C:37]([BH3-:38])#[N:39].[CH2:43]1[O:44][CH2:45][CH2:46][CH2:47]1.[CH3:41][OH:42].[CH3:48][CH2:49][O:50][C:51](=[O:52])[CH3:53].[ClH:20].[Na+:40].[nH:21]1[cH:22][c:23]([CH2:30][CH:31]([CH2:32][C:33](=[O:34])[OH:35])[NH2:36])[c:24]2[cH:25][cH:26][cH:27][cH:28][c:29]12>>[C:1]([CH3:2])([CH3:3])([CH3:4])[O:5][C:6](=[O:7])[N:8]([CH2:9][CH2:10][NH:36][CH:31]([CH2:30][c:23]1[cH:22][nH:21][c:29]2[c:24]1[cH:25][cH:26][cH:27][cH:28]2)[CH2:32][C:33](=[O:34])[OH:35])[CH2:12][CH2:13][c:14]1[cH:15][cH:16][cH:17][cH:18][cH:19]1. The reactants are CC1=CC=CC=C1N2C(=NC3=CC=CC=C3C2=O)C (aqual), CN(C)C=O.C(Cl)Cl (DMF DCM), solution, carboxylic acids, solution. Solvent: CN(C)C=O (DMF), CN(C)C=O (DMF), CO.C(Cl)(Cl)Cl (methanol chloroform). Reaction conditions: time 12 hour. The product is CCN=C=NCCCN(C)C.Cl (EDC hydrochloride). Reaction SMILES: CC1C([N:8]2[C:17](=O)[C:16]3[C:11](=[CH:12]C=C[CH:15]=3)[N:10]=[C:9]2C)=CC=CC=1.[CH3:20][N:21](C=O)[CH3:22].C(Cl)[Cl:26]>CN(C=O)C.CO.C(Cl)(Cl)Cl>[CH3:12][CH2:11][N:10]=[C:9]=[N:8][CH2:17][CH2:16][CH2:15][N:21]([CH3:22])[CH3:20].[ClH:26] |f:1.2,4.5,6.7|. Reported procedure: A stock solution of 567 mg (1.48 mmol) PP-HOBT in 8.5 mL DMF (approximately 0.175 M PP-HOBT in DMF) was prepared and 0.81 g (0.86 mL, 150 umol) of this PP-HOBT solution was added to each of the nine round-bottom vessels containing the products from Step B. Clear solutions were obtained for all, except where the linked amino acid was alpha amimo isobuttric acid. In the case, an additional 0.86 mL of DMF was added but still the mixture remained heterogeneous. The contents of each of the nine round... Starting materials: [BH4-], Cn1cccc1C=O, CO, [Cl-], Cc1cc(Cl)nc(C)c1C(=O)NCCC(C)N1CCC(NC(CN)c2ccccc2)CC1, [NH4+], [Na+]. Product: Cc1cc(Cl)nc(C)c1C(=O)NCCC(C)N1CCC(NC(CNCc2cccn2C)c2ccccc2)CC1. Reaction SMILES: [BH4-:41].[CH3:33][n:34]1[c:35]([CH:39]=[O:40])[cH:36][cH:37][cH:38]1.[CH3:45][OH:46].[Cl-:43].[NH2:1][CH2:2][CH:3]([c:4]1[cH:5][cH:6][cH:7][cH:8][cH:9]1)[NH:10][CH:11]1[CH2:12][CH2:13][N:14]([CH:17]([CH2:18][CH2:19][NH:20][C:21]([c:22]2[c:23]([CH3:30])[n:24][c:25]([Cl:29])[cH:26][c:27]2[CH3:28])=[O:31])[CH3:32])[CH2:15][CH2:16]1.[NH4+:44].[Na+:42]>>[NH:1]([CH2:2][CH:3]([c:4]1[cH:5][cH:6][cH:7][cH:8][cH:9]1)[NH:10][CH:11]1[CH2:12][CH2:13][N:14]([CH:17]([CH2:18][CH2:19][NH:20][C:21]([c:22]2[c:23]([CH3:30])[n:24][c:25]([Cl:29])[cH:26][c:27]2[CH3:28])=[O:31])[CH3:32])[CH2:15][CH2:16]1)[CH2:39][c:35]1[n:34]([CH3:33])[cH:38][cH:37][cH:36]1. Starting materials: CN(N)C(=O)OC(C)(C)C, COC(=O)C1CC(S(=O)(=O)c2ccccc2C(F)(F)F)CN1C(=S)CC(C)=O. Yields the product COC(=O)C1CC(S(=O)(=O)c2ccccc2C(F)(F)F)CN1C(=S)CC(C)=NN(C)C(=O)OC(C)(C)C. As a reaction SMILES: [C:29]([CH3:30])([CH3:31])([CH3:32])[O:33][C:34](=[O:35])[N:36]([NH2:37])[CH3:38].[CH3:1][O:2][C:3](=[O:4])[CH:5]1[N:6]([C:23]([CH2:24][C:25]([CH3:26])=[O:27])=[S:28])[CH2:7][CH:8]([S:10](=[O:11])(=[O:12])[c:13]2[c:14]([C:19]([F:20])([F:21])[F:22])[cH:15][cH:16][cH:17][cH:18]2)[CH2:9]1>>[CH3:1][O:2][C:3](=[O:4])[CH:5]1[N:6]([C:23]([CH2:24][C:25]([CH3:26])=[N:37][N:36]([C:34]([O:33][C:29]([CH3:30])([CH3:31])[CH3:32])=[O:35])[CH3:38])=[S:28])[CH2:7][CH:8]([S:10](=[O:11])(=[O:12])[c:13]2[c:14]([C:19]([F:20])([F:21])[F:22])[cH:15][cH:16][cH:17][cH:18]2)[CH2:9]1. Starting materials: NC1=NOC(=C1)C(C)(C)C (3-amino-5-t-butylisoxazole), C(C)(=O)OC(C)=O (acetic anhydride), resultant mixture. The solvent is O (water). Reaction conditions: time 4 hour. Product: C(C)(=O)NC1=NOC(=C1)C(C)(C)C (3-acetylamino-5-t-butylisoxazole). Reaction SMILES: [NH2:1][C:2]1[CH:6]=[C:5]([C:7]([CH3:10])([CH3:9])[CH3:8])[O:4][N:3]=1.[C:11](OC(=O)C)(=[O:13])[CH3:12]>O>[C:11]([NH:1][C:2]1[CH:6]=[C:5]([C:7]([CH3:10])([CH3:9])[CH3:8])[O:4][N:3]=1)(=[O:13])[CH3:12]. Procedure: To 3-amino-5-t-butylisoxazole (2.80 g), acetic anhydride (6 ml) is added, and the resultant mixture is allowed to stand at room temperature for 4 hours. The reaction mixture is mixed with chilled water (50 ml), and the precipitated crystals are filtered. The crystals are washed with water and dried to give 3-acetylamino-5-t-butylisoxazole (3.39 g). This substance is recrystallized from hexane to give crystals melting at 120.5° to 121.0° C.